From a dataset of the Open Reaction Database (ORD), a public repository of structured organic reaction records. describe an organic reaction: reactants, conditions, products, and yield Starting materials: C(=O)([O-])[O-].[K+].[K+] (K2CO3), CC1=CC=C(C=C1)S(=O)(=O)OC[C@H]1NC(OC1)=O (((4S)-2-oxo-1,3-oxazolidin-4-yl)methyl 4-methylbenzenesulfonate), C([O-])([O-])=O.[K+].[K+] (potassium carbonate), BrC1=CC=C(C=C1)O (4-bromophenol). Run in C(C)#N (acetonitrile). Reaction conditions: temperature 55 celsius, time 18 hour. The product is BrC1=CC=C(OC[C@H]2NC(OC2)=O)C=C1 ((4R)-4-((4-bromophenoxy)methyl)-1,3-oxazolidin-2-one). As a reaction SMILES: CC1C=CC(S([O:11][CH2:12][C@@H:13]2[CH2:17][O:16][C:15](=[O:18])[NH:14]2)(=O)=O)=CC=1.C(=O)([O-])[O-].[K+].[K+].[Br:25][C:26]1[CH:31]=[CH:30][C:29](O)=[CH:28][CH:27]=1>C(#N)C>[Br:25][C:26]1[CH:31]=[CH:30][C:29]([O:11][CH2:12][C@@H:13]2[CH2:17][O:16][C:15](=[O:18])[NH:14]2)=[CH:28][CH:27]=1 |f:1.2.3|. Procedure details: A solution of Example 1C (4.154 kg), potassium carbonate (2.522 kg), and 4-bromophenol (3.183 kg) in acetonitrile (30.3 kg) was stirred at 70° C. for 23.5 hours, cooled to 55° C., treated with 2% (w/w) K2CO3 (41.52 kg) over 20 minutes, cooled to room temperature, and separated into an aqueous fraction and an organic fraction. The organic fraction was concentrated to approximately one third of its original volume, treated with the aqueous fraction to provide a precipitate, concentrated to remove ... Reactants: [Li]CCCC, CCOC(=O)C1CCCNC1=O, CCOC(=O)CBr, C[Si](C)(C)Cl, CC(C)[N-]C(C)C, [Li+], C1CCOC1. The product is CCOC(=O)CC1(C(=O)OCC)CCCNC1=O. RXN SMILES: [CH2:13]([Li:14])[CH2:15][CH2:16][CH3:17].[CH2:1]([CH3:2])[O:3][C:4](=[O:5])[CH:6]1[C:7](=[O:12])[NH:8][CH2:9][CH2:10][CH2:11]1.[CH2:31]([CH3:32])[O:33][C:34]([CH2:35][Br:36])=[O:37].[CH3:18][Si:19]([Cl:20])([CH3:21])[CH3:22].[CH:23]([N-:24][CH:25]([CH3:26])[CH3:27])([CH3:28])[CH3:29].[Li+:30].[O:38]1[CH2:39][CH2:40][CH2:41][CH2:42]1>>[CH2:1]([CH3:2])[O:3][C:4](=[O:5])[C:6]1([CH2:35][C:34]([O:33][CH2:31][CH3:32])=[O:37])[C:7](=[O:12])[NH:8][CH2:9][CH2:10][CH2:11]1. Starting materials: ClC1=C(C(=O)NC2=CC(=NC=C2F)Cl)C(=CC(=C1)Cl)Cl (2,4,6-trichloro-N-(2-chloro-5-fluoropyridin-4-yl)benzamide), C1(CC1)C(=O)N (cyclopropanecarboxamide), CC1(C2=C(C(=CC=C2)P(C3=CC=CC=C3)C4=CC=CC=C4)OC5=C(C=CC=C51)P(C6=CC=CC=C6)C7=CC=CC=C7)C (XantPhos), C(=O)([O-])[O-].[Cs+].[Cs+] (Cs2CO3). Reagents/catalysts: C=1C=CC(=CC1)/C=C/C(=O)/C=C/C2=CC=CC=C2.C=1C=CC(=CC1)/C=C/C(=O)/C=C/C2=CC=CC=C2.C=1C=CC(=CC1)/C=C/C(=O)/C=C/C2=CC=CC=C2.[Pd].[Pd] (Pd2(dba)3). Run in O1CCOCC1 (dioxane). Product: ClC1=C(C(=O)NC2=CC(=NC=C2F)NC(=O)C2CC2)C(=CC(=C1)Cl)Cl (2,4,6-trichloro-N-(2-(cyclopropanecarboxamido)-5-fluoropyridin-4-yl)benzamide). The yield is 9.3%. RXN SMILES: [Cl:1][C:2]1[CH:18]=[C:17]([Cl:19])[CH:16]=[C:15]([Cl:20])[C:3]=1[C:4]([NH:6][C:7]1[C:12]([F:13])=[CH:11][N:10]=[C:9](Cl)[CH:8]=1)=[O:5].[CH:21]1([C:24]([NH2:26])=[O:25])[CH2:23][CH2:22]1.CC1(C)C2C(=C(P(C3C=CC=CC=3)C3C=CC=CC=3)C=CC=2)OC2C(P(C3C=CC=CC=3)C3C=CC=CC=3)=CC=CC1=2.C([O-])([O-])=O.[Cs+].[Cs+]>C1C=CC(/C=C/C(/C=C/C2C=CC=CC=2)=O)=CC=1.C1C=CC(/C=C/C(/C=C/C2C=CC=CC=2)=O)=CC=1.C1C=CC(/C=C/C(/C=C/C2C=CC=CC=2)=O)=CC=1.[Pd].[Pd].O1CCOCC1>[Cl:1][C:2]1[CH:18]=[C:17]([Cl:19])[CH:16]=[C:15]([Cl:20])[C:3]=1[C:4]([NH:6][C:7]1[C:12]([F:13])=[CH:11][N:10]=[C:9]([NH:26][C:24]([CH:21]2[CH2:23][CH2:22]2)=[O:25])[CH:8]=1)=[O:5] |f:3.4.5,6.7.8.9.10|. Procedure details: To a microwave tube was added 2,4,6-trichloro-N-(2-chloro-5-fluoropyridin-4-yl)benzamide (71 mg, 0.20 mmol), cyclopropanecarboxamide (42.8 mg, 0.50 mmol), Pd2(dba)3 (18 mg, 0.020 mmol), XantPhos (14 mg, 0.025 mmol), Cs2CO3 (197 mg, 0.60 mmol) and dioxane (1.5 mL). The mixture was degassed with N2 for 2 min. The resulting mixture was irradiated in a microwave reactor at 140° C. for 35 min and then cooled to room temperature. The mixture was filtered through Celite and concentrated under reduced p... Starting materials: [Mg] (Magnesium), O (water), BrC1=C(C=CC=C1)C1OCCCO1 (2-(2-Bromophenyl)-[1,3]dioxane), solution, C1OC=2C=C3C=C(COC3=CC2O1)[N+](=O)[O-] (6,7-Methylenedioxy-3-nitrochromene). The reagents and catalysts are BrCCBr (1,2 dibromoethane). Run in C1CCOC1 (THF), C1CCOC1 (THF). Conditions: temperature 80 celsius, time 45 minute. Product: C1OC=2C=C3C(C(COC3=CC2O1)[N+](=O)[O-])C1=C(C=CC=C1)C1OCCCO1 (6,7-Methylenedioxy-3-nitro-4-(2-[1,3]dioxan-2-yl-phenyl)-3,4-dihydro-(2H)-chromene). Isolated yield 61.4%. As a reaction SMILES: Br[C:2]1[CH:7]=[CH:6][CH:5]=[CH:4][C:3]=1[CH:8]1[O:13][CH2:12][CH2:11][CH2:10][O:9]1.[Mg].[CH2:15]1[O:27][C:26]2[CH:25]=[C:24]3[C:19]([CH:20]=[C:21]([N+:28]([O-:30])=[O:29])[CH2:22][O:23]3)=[CH:18][C:17]=2[O:16]1.O>C1COCC1.BrCCBr>[CH2:15]1[O:27][C:26]2[CH:25]=[C:24]3[C:19]([CH:20]([C:2]4[CH:7]=[CH:6][CH:5]=[CH:4][C:3]=4[CH:8]4[O:13][CH2:12][CH2:11][CH2:10][O:9]4)[CH:21]([N+:28]([O-:30])=[O:29])[CH2:22][O:23]3)=[CH:18][C:17]=2[O:16]1. Reported procedure: Acetal (5a) (9.04 g, 37.22 mmol) was dissolved in 50 ml of dry THF under an inert atmosphere in a two necked flask equipped with a condenser. Magnesium (1.8 g, 74.44 mmol) and one drop of 1,2 dibromoethane were added. This mixture was stirred at 80° C. for 45 min, and cooled to room temperature. A 50 ml solution of 2.74 g of nitrochromene (3a) (12.41 mmol) in THF was cannulated into this flask. This mixture was stirred for 30 min, and water was added to quench the reaction. The mixture was extra...